Dataset: the Open Reaction Database (ORD), a public repository of structured organic reaction records. Task: describe an organic reaction: reactants, conditions, products, and yield Starting materials: CC1=CC(=C(C=C1)OS(=O)(=O)C(F)(F)F)[N+](=O)[O-] (Trifluoro-methanesulfonic acid 4-methyl-2-nitro-phenyl ester), FC1=CC=C(C=C1)S (4-fluorothiophenol). Product: FC1=CC=C(C=C1)SC1=C(C=C(C=C1)C)[N+](=O)[O-] (1-(4-Fluoro-phenylsulfanyl)-4-methyl-2-nitro-benzene). Reaction SMILES: [CH3:1][C:2]1[CH:7]=[CH:6][C:5](OS(C(F)(F)F)(=O)=O)=[C:4]([N+:16]([O-:18])=[O:17])[CH:3]=1.[F:19][C:20]1[CH:25]=[CH:24][C:23]([SH:26])=[CH:22][CH:21]=1>>[F:19][C:20]1[CH:25]=[CH:24][C:23]([S:26][C:5]2[CH:6]=[CH:7][C:2]([CH3:1])=[CH:3][C:4]=2[N+:16]([O-:18])=[O:17])=[CH:22][CH:21]=1. Procedure: The product from Example 6a (5.00 g, 17.53 mmol) was reacted with 4-fluorothiophenol (2.24 g, 17.53 mmol) in place of thiophenol following the procedure from Example 5H for 18 h giving 1-(4-Fluoro-phenylsulfanyl)-4-methyl-2-nitro-benzene which was purified by silica gel column chromatography eluting with 5% EtOAc/hexane providing a solid (3.39 g, 74%). 1-(4-Fluoro-phenylsulfanyl)-4-methyl-2-nitro-benzene was reduced with SnCl2 following the procedure from Example 5I giving 2-(4-Fluoro-phenylsulf... The reactants are Brc1cccnc1 (bromide 22), CC(N)CCc1ccccc1 (amine S1). The reagents and catalysts are C1CCC2=NCCCN2CC1 (DBU 24), CS(=O)(=O)O[Pd]1(<-P(C2=CC=CC=C2)(C2=CC=CC=C2)C2=C(C3=C(P(C4=CC=CC=C4)C4=CC=CC=C4)C=CC4=C3C=CC=C4)C3=C(C=CC=C3)C=C2)<-NC2=C(C=CC=C2)C2=CC=CC=C21 (BINAP Pd G3 30). Run in CS(C)=O (DMSO), CS(C)=O (DMSO), CS(C)=O (DMSO), CS(C)=O (DMSO). Conditions: time 22 hour. Yields the product CC(CCc1ccccc1)Nc1cccnc1, Brc1cccnc1, CC(N)CCc1ccccc1, c1ccc(-c2ccccc2)cc1 (biphenyl). Reported procedure: The Mosquito was used to combine the source plate solutions by multi-aspiration of 250 nL of each of the four reaction components and then to dose the resulting reaction mixture (1 uL) into a 1536-well plate The reactants are Cl (hydrochloric acid), C1(CCC1)C1=C(C(=NO1)C1=C(C=NC=C1Cl)Cl)COC1=CC=C(C=C1)C=1C=C2C=CC(=NC2=CC1)C(=O)OC (methyl 6-[4-({[5-cyclobutyl-3-(3,5-dichloro-4-pyridinyl)-4-isoxazolyl]methyl}oxy)phenyl]-2-quinolinecarboxylate), O1CCCC1 (tetrahydrofuran), [OH-].[Na+] (sodium hydroxide). Solvent: CO (methanol). Reaction conditions: temperature 120 celsius. Product: C1(CCC1)C1=C(C(=NO1)C1=C(C=NC=C1Cl)Cl)COC1=CC=C(C=C1)C=1C=C2C=CC(=NC2=CC1)C(=O)O (6-[4-({[5-cyclobutyl-3-(3,5-dichloro-4-pyridinyl)-4-isoxazolyl]methyl}oxy)phenyl]-2-quinolinecarboxylic acid). Isolated yield 52.0%. As a reaction SMILES: [CH:1]1([C:5]2[O:9][N:8]=[C:7]([C:10]3[C:15]([Cl:16])=[CH:14][N:13]=[CH:12][C:11]=3[Cl:17])[C:6]=2[CH2:18][O:19][C:20]2[CH:25]=[CH:24][C:23]([C:26]3[CH:27]=[C:28]4[C:33](=[CH:34][CH:35]=3)[N:32]=[C:31]([C:36]([O:38]C)=[O:37])[CH:30]=[CH:29]4)=[CH:22][CH:21]=2)[CH2:4][CH2:3][CH2:2]1.O1CCCC1.[OH-].[Na+].Cl>CO>[CH:1]1([C:5]2[O:9][N:8]=[C:7]([C:10]3[C:11]([Cl:17])=[CH:12][N:13]=[CH:14][C:15]=3[Cl:16])[C:6]=2[CH2:18][O:19][C:20]2[CH:25]=[CH:24][C:23]([C:26]3[CH:27]=[C:28]4[C:33](=[CH:34][CH:35]=3)[N:32]=[C:31]([C:36]([OH:38])=[O:37])[CH:30]=[CH:29]4)=[CH:22][CH:21]=2)[CH2:2][CH2:3][CH2:4]1 |f:2.3|. Procedure details: To a solution of methyl 6-[4-({[5-cyclobutyl-3-(3,5-dichloro-4-pyridinyl)-4-isoxazolyl]methyl}oxy)phenyl]-2-quinolinecarboxylate (53 mg, 0.095 mmol) in 2:1 tetrahydrofuran:methanol (1.5 mL) was added 1 N sodium hydroxide (0.14 mL, 0.14 mmol). The mixture was heated in a microwave reactor at 120° C. for 500 seconds and 1 N hydrochloric acid (0.14 mL, 0.14 mmol) was added. The mixture was concentrated, water was added and the mixture was extracted with ethyl acetate. The aqueous layer was extracte... Reactants: O=C(O)c1cc2c(C(=O)NCC34CC5CC(CC(C5)C3)C4)cccn2n1, CCOC(C)=O, CC(C)(C)OC(=O)NC1CCNC1, CN(C)C=O. The product is CC(C)(C)OC(=O)NC1CCN(C(=O)c2cc3c(C(=O)NCC45CC6CC(CC(C6)C4)C5)cccn3n2)C1. As a reaction SMILES: [C:1]12([CH2:11][NH:12][C:13](=[O:14])[c:15]3[c:16]4[n:17]([cH:18][cH:19][cH:20]3)[n:21][c:22]([C:24](=[O:25])[OH:26])[cH:23]4)[CH2:2][CH:3]3[CH2:4][CH:5]([CH2:6][CH:7]([CH2:8]1)[CH2:9]3)[CH2:10]2.[CH3:45][CH2:46][O:47][C:48]([CH3:49])=[O:50].[NH:27]1[CH2:28][CH:29]([NH:32][C:33]([O:34][C:35]([CH3:36])([CH3:37])[CH3:38])=[O:39])[CH2:30][CH2:31]1.[O:40]=[CH:41][N:42]([CH3:43])[CH3:44]>>[C:1]12([CH2:11][NH:12][C:13](=[O:14])[c:15]3[c:16]4[n:17]([cH:18][cH:19][cH:20]3)[n:21][c:22]([C:24](=[O:25])[N:27]3[CH2:28][CH:29]([NH:32][C:33]([O:34][C:35]([CH3:36])([CH3:37])[CH3:38])=[O:39])[CH2:30][CH2:31]3)[cH:23]4)[CH2:2][CH:3]3[CH2:4][CH:5]([CH2:6][CH:7]([CH2:8]1)[CH2:9]3)[CH2:10]2. Starting materials: [N+](=O)([O-])C=1C=C(C=CC1)C(N[C@@H](C)C1=CC(=CC=C1)F)C1=CC=C(C=C1)OC (N-[(3-nitrophenyl)-(4-methoxyphenyl)methyl]-N-[(S)-1-(3-fluorophenyl)ethyl)amine), [BH4-].[Na+] (sodium borohydride). Reagents/catalysts: O.O.O.O.O.O.[Ni](Cl)Cl (nickel chloride hexahydrate). The solvent is CO (methanol). Product: COC1=CC=C(C=C1)C(C=1C=C(C=CC1)N)N[C@@H](C)C1=CC(=CC=C1)F (3-{(4-Methoxyphenyl)-[(S)-1-(3-fluorophenyl)ethylamino]methyl}phenylamine). Isolated yield 93.3%. RXN SMILES: [N+:1]([C:4]1[CH:5]=[C:6]([CH:10]([C:21]2[CH:26]=[CH:25][C:24]([O:27][CH3:28])=[CH:23][CH:22]=2)[NH:11][C@H:12]([C:14]2[CH:19]=[CH:18][CH:17]=[C:16]([F:20])[CH:15]=2)[CH3:13])[CH:7]=[CH:8][CH:9]=1)([O-])=O.[BH4-].[Na+]>CO.O.O.O.O.O.O.[Ni](Cl)Cl>[CH3:28][O:27][C:24]1[CH:25]=[CH:26][C:21]([CH:10]([NH:11][C@H:12]([C:14]2[CH:19]=[CH:18][CH:17]=[C:16]([F:20])[CH:15]=2)[CH3:13])[C:6]2[CH:5]=[C:4]([NH2:1])[CH:9]=[CH:8][CH:7]=2)=[CH:22][CH:23]=1 |f:1.2,4.5.6.7.8.9.10|. Procedure: In a similar manner to that described in Example (1b), a solution N-[(3-nitrophenyl)-(4-methoxyphenyl)methyl]-N-[(S)-1-(3-fluorophenyl)ethyl)amine (2.70 g) [prepared as described in step (a) above] in methanol (100 ml), nickel chloride hexahydrate (3.37 g) and sodium borohydride (1.13 g) were reacted, to afford the title compound (2.32 g) as a yellow oil. Reactants: COc1ccccc1-c1ccc(C=O)cc1, NC1CCCc2ccccc21. Yields the product COc1ccccc1-c1ccc(CNC2CCCc3ccccc32)cc1. Reaction SMILES: [CH3:1][O:2][c:3]1[c:4](-[c:9]2[cH:10][cH:11][c:12]([CH:15]=[O:16])[cH:13][cH:14]2)[cH:5][cH:6][cH:7][cH:8]1.[CH:17]1([NH2:27])[CH2:18][CH2:19][CH2:20][c:21]2[cH:22][cH:23][cH:24][cH:25][c:26]21>>[CH3:1][O:2][c:3]1[c:4](-[c:9]2[cH:10][cH:11][c:12]([CH2:15][NH:27][CH:17]3[CH2:18][CH2:19][CH2:20][c:21]4[cH:22][cH:23][cH:24][cH:25][c:26]43)[cH:13][cH:14]2)[cH:5][cH:6][cH:7][cH:8]1. Reactants: ClC=1SC2=C(N=C(N=C2O)C2CC2)N1 (2-chloro-5-cyclopropyl-thiazolo[4,5-d]pyrimidin-7-ol), C(C)(C)N(C(C)C)CC (N,N-diisopropylethylamine), P(=O)(Cl)(Cl)Cl (phosphorus oxychloride). Product: ClC=1SC2=C(N=C(N=C2Cl)C2CC2)N1 (2,7-dichloro-5-cyclopropyl-thiazolo[4,5-d]pyrimidine). As a reaction SMILES: [Cl:1][C:2]1[S:3][C:4]2[C:9](O)=[N:8][C:7]([CH:11]3[CH2:13][CH2:12]3)=[N:6][C:5]=2[N:14]=1.C(N(CC)C(C)C)(C)C.P(Cl)(Cl)([Cl:26])=O>>[Cl:1][C:2]1[S:3][C:4]2[C:9]([Cl:26])=[N:8][C:7]([CH:11]3[CH2:13][CH2:12]3)=[N:6][C:5]=2[N:14]=1. Procedure details: To a solution of the compound (0.82 g) obtained in Step 4 in phosphorus oxychloride (2.5 ml) was added N,N-diisopropylethylamine (0.25 ml) under ice-cooling, and the mixture was heated under reflux for 2 hr. The reaction mixture was concentrated under reduced pressure, toluene was added to the residue, and the mixture was concentrated again under reduced pressure. The obtained residue was dissolved in ethyl acetate, poured into ice water and partitioned. The organic layer was washed successively... Reactants: C(C)OP(OCC)OCC (triethylphosphite), C(C)OP(=O)(OCC)C(C(=O)OCC)CC(=O)OCCO (Ethyl 2-hydroxyethyl alpha-diethylphosphonosuccinate), [PH2](=O)O (hypophosphorous acid), [P] (phosphorus), C(\C=C\C(=O)O)(=O)O (fumaric acid), C(CCCCCO)O (1,6-hexane diol), C(C)OP(OCC)OCC (triethylphosphite). Yields the product C(C)OP(=O)(OCC)C(C(=O)OCC)CC(=O)OCC(CCCC)O (Ethyl 2-hydroxyhexyl alpha-diethylphosphonosuccinate). RXN SMILES: [CH2:1]([O:3][P:4]([CH:9]([CH2:15][C:16]([O:18][CH2:19][CH2:20][OH:21])=[O:17])[C:10]([O:12][CH2:13][CH3:14])=[O:11])([O:6][CH2:7][CH3:8])=[O:5])[CH3:2].[C:22](O)(=O)/[CH:23]=[CH:24]/[C:25](O)=O.C(O)CCCCCO.[PH2](O)=O.C(OP(OCC)OCC)C.[P]>>[CH2:7]([O:6][P:4]([CH:9]([CH2:15][C:16]([O:18][CH2:19][CH:20]([OH:21])[CH2:22][CH2:23][CH2:24][CH3:25])=[O:17])[C:10]([O:12][CH2:13][CH3:14])=[O:11])([O:3][CH2:1][CH3:2])=[O:5])[CH3:8]. Procedure details: The procedures according to Example 1 were repeated using similar apparatus and under essentially similar conditions allowing for the differences in quantities of materials employed. In this example, for the materials of Example 1, 1 mol fumaric acid, 1 mol of 1,6-hexane diol, 0.1% of hypophosphorous acid and 1 mol of triethylphosphite were employed. The product of the reaction had analytical values for acid value, hydroxyl, free triethylphosphite and phosphorus content comparable to those repor... Starting materials: COC(C)(OC)c1ncc(Cl)s1, ClCCl, O, O=C(O)C(F)(F)F. Product: CC(=O)c1ncc(Cl)s1. RXN SMILES: [Cl:1][c:2]1[cH:3][n:4][c:5]([C:7]([CH3:8])([O:9][CH3:12])[O:10][CH3:11])[s:6]1.[Cl:21][CH2:22][Cl:23].[OH2:20].[OH:13][C:14]([C:15]([F:16])([F:17])[F:18])=[O:19]>>[Cl:1][c:2]1[cH:3][n:4][c:5]([C:7]([CH3:8])=[O:9])[s:6]1. Starting materials: ClC=1N=C(C2=C(N1)C=C(S2)C)Cl (2,4-dichloro-6-methylthieno[3,2-d]pyrimidine), propane-1,3-diamne, S1CCNCC2=C1C=CC=C2 (2,3,4,5-tetrahydro-1,4-benzothiazepine). The product is S1CCN(CC2=C1C=CC=C2)C=2N=C(C1=C(N2)C=C(S1)C)NCCCN (N-[2-(2,3-Dihydro-1,4-benzothiazepin-4(5H)-yl)-6-methylthieno[3,2-d]pyrimidin-4-yl]propane-1,3-diamine). RXN SMILES: Cl[C:2]1[N:3]=[C:4](Cl)[C:5]2[S:10][C:9]([CH3:11])=[CH:8][C:6]=2[N:7]=1.[S:13]1[C:19]2[CH:20]=[CH:21][CH:22]=[CH:23][C:18]=2[CH2:17][NH:16][CH2:15][CH2:14]1>>[S:13]1[C:19]2[CH:20]=[CH:21][CH:22]=[CH:23][C:18]=2[CH2:17][N:16]([C:2]2[N:3]=[C:4]([NH:3][CH2:4][CH2:5][CH2:6][NH2:7])[C:5]3[S:10][C:9]([CH3:11])=[CH:8][C:6]=3[N:7]=2)[CH2:15][CH2:14]1. Procedure details: The title compound was prepared in analogy to Example 1-1 in Scheme 1 by using 2,4-dichloro-6-methylthieno[3,2-d]pyrimidine and propane-1,3-diamne, followed by reaction with 2,3,4,5-tetrahydro-1,4-benzothiazepine. MS obsd. (ESI+) [(M+H)+] 386, 1H NMR (400 MHz, METHANOL-d4) δ ppm 7.61-7.71 (m, 1H), 7.53 (d, J=7.6 Hz, 1H), 7.15-7.23 (m, 1H), 7.08-7.15 (m, 1H), 6.80 (s, 1H), 5.00 (s, 2H), 4.41 (br. s., 2H), 3.75 (d, J=4.0 Hz, 2H), 2.89-2.98 (m, 4H), 2.53 (s, 3H), 1.84 (m, 2H).